From a dataset of the Open Reaction Database (ORD), a public repository of structured organic reaction records. describe an organic reaction: reactants, conditions, products, and yield Starting materials: C1=C(C=CC2=CC=CC=C12)SCC(C(=O)O)CCC(=O)O (2-(2-naphthylthiomethyl)glutaric acid), C(C1=CC=CC=C1)O (benzyl alcohol), C1(=CC=C(C=C1)S(=O)(=O)O)C (p-toluenesulfonic acid). The solvent is C(C)#N (acetonitrile). Yields the product C(C1=CC=CC=C1)OC(=O)CCC(C(=O)O)CSC1=CC2=CC=CC=C2C=C1 (2-(2-benzyloxycarbonylethyl)-3-(2-naphthylthio)propionic acid). As a reaction SMILES: [CH:1]1[C:10]2[C:5](=[CH:6][CH:7]=[CH:8][CH:9]=2)[CH:4]=[CH:3][C:2]=1[S:11][CH2:12][CH:13]([CH2:17][CH2:18][C:19]([OH:21])=[O:20])[C:14]([OH:16])=[O:15].[CH2:22](O)[C:23]1[CH:28]=[CH:27][CH:26]=[CH:25][CH:24]=1.C1(C)C=CC(S(O)(=O)=O)=CC=1>C(#N)C>[CH2:22]([O:20][C:19]([CH2:18][CH2:17][CH:13]([CH2:12][S:11][C:2]1[CH:3]=[CH:4][C:5]2[C:10](=[CH:9][CH:8]=[CH:7][CH:6]=2)[CH:1]=1)[C:14]([OH:16])=[O:15])=[O:21])[C:23]1[CH:28]=[CH:27][CH:26]=[CH:25][CH:24]=1. Reported procedure: To a solution of 2-(2-naphthylthiomethyl)glutaric acid (14.0 g) in acetonitrile (180 ml) was added benzyl alcohol (57 ml) followed by p-toluenesulfonic acid (0.52 g), and the mixture was refluxed for 23 hours. The reaction mixture was concentrated in vacuo, and the resulting residue was purified by flash column chromatography on silica eluting with dichloromethane/methanol (70:1), and recrystallized from ethyl acetate-hexane to give 11.0 g of 2-(2-benzyloxycarbonylethyl)-3-(2-naphthylthio)propio... Reactants: COCCN, O=C1Cc2cc(S(=O)(=O)Cl)ccc2N1, ClCCl, c1ccncc1. The product is COCCNS(=O)(=O)c1ccc2c(c1)CC(=O)N2. Reaction SMILES: [CH3:15][O:16][CH2:17][CH2:18][NH2:19].[Cl:1][S:2](=[O:3])(=[O:4])[c:5]1[cH:6][c:7]2[c:11]([cH:12][cH:13]1)[NH:10][C:9](=[O:14])[CH2:8]2.[Cl:26][CH2:27][Cl:28].[cH:20]1[cH:21][cH:22][n:23][cH:24][cH:25]1>>[S:2](=[O:3])(=[O:4])([c:5]1[cH:6][c:7]2[c:11]([cH:12][cH:13]1)[NH:10][C:9](=[O:14])[CH2:8]2)[NH:19][CH2:18][CH2:17][O:16][CH3:15]. Procedure details: Difluoro-thioacetic acid-O-(3,3-diphenyl-propyl)ester (84 mg, 0.25 mmol) is added to a solution of 1-[4-(5-aminomethyl-2-oxo-oxazolidin-3-yl)-2-fluoro-phenyl]-2,3-dihydro-1H-pyridin-4-one in MeCN (1.2 mL) and DMF (0.2 mL). This solution is stirred for 36 h at which time the reaction is concentrated under reduced pressure and the title compound is purified by silica gel column chromatography (eluent: 1% MeOH in EtOAc). Yield 45 mg (41%). MS (m/z) 400 [M+1]+. 1H NMR (300 MHz, DMSO-d6) δ 11.32 (s, ... Reaction conditions: time 36 hour. Starting materials: C1(=CC=CC=C1)C(CCOC(C(F)F)=S)C1=CC=CC=C1 (Difluoro-thioacetic acid-O-(3,3-diphenyl-propyl)ester), NCC1CN(C(O1)=O)C1=CC(=C(C=C1)N1CCC(C=C1)=O)F (1-[4-(5-aminomethyl-2-oxo-oxazolidin-3-yl)-2-fluoro-phenyl]-2,3-dihydro-1H-pyridin-4-one). As a reaction SMILES: C1(C(C2C=CC=CC=2)CCO[C:11](=[S:15])[CH:12]([F:14])[F:13])C=CC=CC=1.[NH2:22][CH2:23][CH:24]1[O:28][C:27](=[O:29])[N:26]([C:30]2[CH:35]=[CH:34][C:33]([N:36]3[CH:41]=[CH:40][C:39](=[O:42])[CH2:38][CH2:37]3)=[C:32]([F:43])[CH:31]=2)[CH2:25]1>CC#N.CN(C=O)C>[F:13][CH:12]([F:14])[C:11]([NH:22][CH2:23][CH:24]1[O:28][C:27](=[O:29])[N:26]([C:30]2[CH:35]=[CH:34][C:33]([N:36]3[CH:37]=[CH:38][C:39](=[O:42])[CH2:40][CH2:41]3)=[C:32]([F:43])[CH:31]=2)[CH2:25]1)=[S:15]. Run in CC#N (MeCN), CN(C)C=O (DMF). Product: FC(C(=S)NCC1CN(C(O1)=O)C1=CC(=C(C=C1)N1CCC(C=C1)=O)F)F (2,2-Difluoro-N-{3-[3-fluoro-4-(4-oxo-3,4-dihydro-2H-pyridin-1-yl)-phenyl]-2-oxo-oxazolidin-5-ylmethyl}-thioacetamide). Reaction SMILES: [CH3:1][O:2][C:3]([C:5]1[C:6]([CH2:20][O:21][CH3:22])=[N:7][N:8]([C:13]2[CH:18]=[CH:17][CH:16]=[C:15](Br)[CH:14]=2)[C:9]=1[CH2:10][O:11][CH3:12])=[O:4].[Cl:23][C:24]1[CH:29]=[CH:28][C:27](/[CH:30]=[CH:31]/B(O)O)=[CH:26][CH:25]=1>>[CH3:1][O:2][C:3]([C:5]1[C:6]([CH2:20][O:21][CH3:22])=[N:7][N:8]([C:13]2[CH:18]=[CH:17][CH:16]=[C:15](/[CH:31]=[CH:30]/[C:27]3[CH:28]=[CH:29][C:24]([Cl:23])=[CH:25][CH:26]=3)[CH:14]=2)[C:9]=1[CH2:10][O:11][CH3:12])=[O:4]. Product: COC(=O)C=1C(=NN(C1COC)C1=CC(=CC=C1)\C=C\C1=CC=C(C=C1)Cl)COC (1-{3-[(E)-2-(4-chloro-phenyl)-vinyl]-phenyl}-3,5-bis-methoxymethyl-1H-pyrazole-4-carboxylic acid methyl ester). Starting materials: iv, COC(=O)C=1C(=NN(C1COC)C1=CC(=CC=C1)Br)COC (1-(3-bromo-phenyl)-3,5-bis-methoxymethyl-1H-pyrazole-4-carboxylic acid methyl ester), ClC1=CC=C(C=C1)/C=C/B(O)O ((E)-2-(4-chlorophenyl)vinyl boronic acid). Procedure: In analogy to the procedures described for intermediates 1A-E, the title compound has been obtained by i) condensation of methyl 4-methoxyacetoacetate with methoxyacetyl chloride to give 4-methoxy-2-(2-methoxy-acetyl)-3-oxo-butyric acid methyl ester; ii) methylation of 4-methoxy-2-(2-methoxy-acetyl)-3-oxo-butyric acid methyl ester with methyl trifluoromethanesulfonate to give (E and/or Z)-3,4-dimethoxy-2-(2-methoxy-acetyl)-but-2-enoic acid methyl ester; iii) condensation of (E and/or Z)-3,4-dime... Starting materials: [N+](=O)([O-])C1=CC=C(C=C1)O (4-Nitrophenol), [OH-].[Na+] (sodium hydroxide), C1(CC(C)O1)=O (betabutyrolactone). Solvent: O (water). Run at temperature 23 celsius. Yields the product [N+](=O)([O-])C1=CC=C(OC(CC(=O)O)C)C=C1 (3-(4-Nitrophenoxy)butyric Acid). RXN SMILES: [N+:1]([C:4]1[CH:9]=[CH:8][C:7]([OH:10])=[CH:6][CH:5]=1)([O-:3])=[O:2].[OH-].[Na+].[C:13]1(=[O:18])[O:17][CH:15]([CH3:16])[CH2:14]1>O>[N+:1]([C:4]1[CH:9]=[CH:8][C:7]([O:10][CH:15]([CH3:16])[CH2:14][C:13]([OH:18])=[O:17])=[CH:6][CH:5]=1)([O-:3])=[O:2] |f:1.2|. Procedure details: 4-Nitrophenol (34.78 g, 0.25 mol) was added to a solution of 10 g (0.25 mol) sodium hydroxide in 100 ml water and the solution heated at reflux for 15 minutes. To the solution at reflux, 20.4 ml (0.25 mol) betabutyrolactone was added dropwise over a 1.5 hour period. The reaction was cooled to 23° C. and extracted with 2×150 ml diethyl ether. The combined ether layers were extracted with 4×140 ml saturated sodium bicarbonate solution and the bicarbonate then acidified with 60 ml concentrated hydr... RXN SMILES: [Br:1][C:2]1[CH:3]=[C:4]2[C:9](=[CH:10][CH:11]=1)[CH:8]=[C:7]([OH:12])[CH:6]=[CH:5]2.[Cl-].[CH3:14][O:15][C:16]1[CH:28]=[CH:27][CH:26]=[CH:25][C:17]=1[CH:18]=[N+:19]1[CH2:24][CH2:23][CH2:22][CH2:21][CH2:20]1>>[Br:1][C:2]1[CH:3]=[C:4]2[C:9](=[CH:10][CH:11]=1)[C:8]([CH:18]([C:17]1[CH:25]=[CH:26][CH:27]=[CH:28][C:16]=1[O:15][CH3:14])[N:19]1[CH2:24][CH2:23][CH2:22][CH2:21][CH2:20]1)=[C:7]([OH:12])[CH:6]=[CH:5]2 |f:1.2|. Starting materials: BrC=1C=C2C=CC(=CC2=CC1)O (6-bromo-2-naphthol), [Cl-].COC1=C(C=[N+]2CCCCC2)C=CC=C1 (1-(2-methoxy-benzylidene)-piperidinium chloride). Procedure details: The preparation was carried out in accordance with general synthesis instructions 4 from 6-bromo-2-naphthol and 1-(2-methoxy-benzylidene)-piperidinium chloride, which had been prepared in accordance with example 32. The product is BrC=1C=C2C=CC(=C(C2=CC1)C(N1CCCCC1)C1=C(C=CC=C1)OC)O (6-Bromo-1-[(2-methoxyphenyl)-piperidin-1-yl-methyl]-naphthalen-2-ol). Reactants: ClC1=C(C=CC(=C1)Cl)CC(CF)=O (1-(2,4-dichloro-phenyl)-3-fluoro-propan-2-one), N1=CC=CC=C1 (pyridine), Cl.CON (methoxyamine hydrochloride). Solvent: CO (methanol). Conditions: temperature 23 celsius, time 16 hour. Product: CON=C(CC1=C(C=C(C=C1)Cl)Cl)CF (1-(2,4-dichloro-phenyl)-3-fluoro-propan-2-one O-methyl-oxime). Yield: 106.6%. As a reaction SMILES: [Cl:1][C:2]1[CH:7]=[C:6]([Cl:8])[CH:5]=[CH:4][C:3]=1[CH2:9][C:10](=O)[CH2:11][F:12].N1C=CC=CC=1.Cl.[CH3:21][O:22][NH2:23]>CO>[CH3:21][O:22][N:23]=[C:10]([CH2:11][F:12])[CH2:9][C:3]1[CH:4]=[CH:5][C:6]([Cl:8])=[CH:7][C:2]=1[Cl:1] |f:2.3|. Procedure: To a stirred solution of 1-(2,4-dichloro-phenyl)-3-fluoro-propan-2-one (0.34 g; 1.5 mmol) in methanol (3 ml) was added pyridine (0.4 ml; 4.9 mmol) followed by a portionwise addition of methoxyamine hydrochloride (0.41 g; 4.9 mmol). The reaction mixture was stirred for 16 hours at 23° C. The mixture was washed with water (5 ml), the aqueous layer was extracted with dichloromethane (3×5 ml) and dried over sodium sulfate. The solvent was removed in vacuo to afford 0.40 g (100% of theory) of crude 1... Reactants: Cl (HCl), C12C3CCCC3C(C(C1)=O)C2 (tricyclo[5.2.1.0 (2,6)]decan-8-one), solid, [BH4-].[Na+] (sodium borohydride), O (water). Run in CO (methanol). Run at time 8 hour. Yields the product C1CCC2C3C(CC(C12)C3)O (octahydro-4,7-methanoinden-5-ol). As a reaction SMILES: [CH:1]12[CH2:11][CH:7]([C:8](=[O:10])[CH2:9]1)[CH:6]1[CH:2]2[CH2:3][CH2:4][CH2:5]1.[BH4-].[Na+].Cl.O>CO>[CH2:3]1[CH:2]2[CH:6]([CH:7]3[CH2:11][CH:1]2[CH2:9][CH:8]3[OH:10])[CH2:5][CH2:4]1 |f:1.2|. Procedure: 25 g of tricyclo[5.2.1.0 (2,6)]decan-8-one (Aldrich) were dissolved in 100 ml of methanol and, at room temperature and with slight cooling and stirring, admixed a little at a time with 6.3 g of solid sodium borohydride over a period of 2 h. The mixture was then stirred for another 2 h and allowed to stand overnight. With cooling, about 40 ml of 2 N HCl were then added dropwise, followed by 20 ml of water. The mixture was concentrated, the residue was admixed with ethyl acetate, and the ethyl ace... Starting materials: CCCCCCN, CCCCCCCCCCCC, CCOCC, Cc1cccc(C)c1O, [Cu]I, COc1ccccc1I, [K+], [K+], [K+], O, O=P([O-])([O-])[O-]. The product is COc1ccccc1CCCCCCN. RXN SMILES: [CH2:27]([CH2:28][CH2:29][CH2:30][CH2:31][CH3:32])[NH2:33].[CH3:34][CH2:35][CH2:36][CH2:37][CH2:38][CH2:39][CH2:40][CH2:41][CH2:42][CH2:43][CH2:44][CH3:45].[CH3:49][CH2:50][O:51][CH2:52][CH3:53].[CH3:9][c:10]1[cH:11][cH:12][cH:13][c:14]([CH3:15])[c:16]1[OH:17].[Cu:46][I:47].[I:18][c:19]1[c:20]([O:25][CH3:26])[cH:21][cH:22][cH:23][cH:24]1.[K+:6].[K+:7].[K+:8].[OH2:48].[P:1]([O-:2])([O-:3])([O-:4])=[O:5]>>[c:19]1([CH2:32][CH2:31][CH2:30][CH2:29][CH2:28][CH2:27][NH2:33])[c:20]([O:25][CH3:26])[cH:21][cH:22][cH:23][cH:24]1.